This data is from the Open Reaction Database (ORD), a public repository of structured organic reaction records. The task is: describe an organic reaction: reactants, conditions, products, and yield Reactants: Cc1cc2cc(N)ccc2[nH]1, Cc1csc(-c2cc3nccc(Cl)c3s2)n1. Yields the product Cc1csc(-c2cc3nccc(Nc4ccc5[nH]c(C)cc5c4)c3s2)n1. RXN SMILES: [CH3:1][c:2]1[nH:3][c:4]2[cH:5][cH:6][c:7]([NH2:11])[cH:8][c:9]2[cH:10]1.[Cl:12][c:13]1[c:14]2[c:15]([n:16][cH:17][cH:18]1)[cH:19][c:20](-[c:22]1[s:23][cH:24][c:25]([CH3:27])[n:26]1)[s:21]2>>[CH3:1][c:2]1[nH:3][c:4]2[cH:5][cH:6][c:7]([NH:11][c:13]3[c:14]4[c:15]([n:16][cH:17][cH:18]3)[cH:19][c:20](-[c:22]3[s:23][cH:24][c:25]([CH3:27])[n:26]3)[s:21]4)[cH:8][c:9]2[cH:10]1. Reactants: CC(c1cccc2ccccc12)N(CC1CCN(C(=O)CC(C)(C)CC(=O)O)CC1c1ccccc1)C(=O)OC(C)(C)C, Cl, C1COCCO1. Product: Cl, CC(NCC1CCN(C(=O)CC(C)(C)CC(=O)O)CC1c1ccccc1)c1cccc2ccccc12. RXN SMILES: [C:1]([O:2][C:3](=[O:4])[N:8]([CH:9]([CH3:10])[c:11]1[cH:12][cH:13][cH:14][c:15]2[cH:16][cH:17][cH:18][cH:19][c:20]12)[CH2:21][CH:22]1[CH:23]([c:38]2[cH:39][cH:40][cH:41][cH:42][cH:43]2)[CH2:24][N:25]([C:28]([CH2:29][C:30]([CH2:31][C:32](=[O:33])[OH:34])([CH3:35])[CH3:36])=[O:37])[CH2:26][CH2:27]1)([CH3:5])([CH3:6])[CH3:7].[ClH:50].[O:44]1[CH2:45][CH2:46][O:47][CH2:48][CH2:49]1>>[ClH:50].[NH:8]([CH:9]([CH3:10])[c:11]1[cH:12][cH:13][cH:14][c:15]2[cH:16][cH:17][cH:18][cH:19][c:20]12)[CH2:21][CH:22]1[CH:23]([c:38]2[cH:39][cH:40][cH:41][cH:42][cH:43]2)[CH2:24][N:25]([C:28]([CH2:29][C:30]([CH2:31][C:32](=[O:33])[OH:34])([CH3:35])[CH3:36])=[O:37])[CH2:26][CH2:27]1. The reactants are BrC=1C=C(C=CC1)C1S(N=C(OC1(C)C)N[C@@H](C)C1=C(C=CC=C1)F)(=O)=O ([5-(3-bromophenyl)-6,6-dimethyl-4,4-dioxo-5,6-dihydro-4H-4lambda6-[1,4,3]oxathiazin-2-yl]-[(S)-1-(2-fluorophenyl)ethyl]amine). Reagents/catalysts: [Pd] (Pd/C). Run in CO (methanol). Run at time 1.75 hour. Yields the product CC1(C(S(N=C(O1)N[C@@H](C)C1=C(C=CC=C1)F)(=O)=O)C1=CC=CC=C1)C ((6,6-Dimethyl-4,4-dioxo-5-phenyl-5,6-dihydro-4H-4lambda6-[1,4,3]oxathiazin-2-yl)-[(S)-1-(2-fluorophenyl)ethyl]amine). Isolated yield 70.1%. Reaction SMILES: Br[C:2]1[CH:3]=[C:4]([CH:8]2[C:13]([CH3:15])([CH3:14])[O:12][C:11]([NH:16][C@H:17]([C:19]3[CH:24]=[CH:23][CH:22]=[CH:21][C:20]=3[F:25])[CH3:18])=[N:10][S:9]2(=[O:27])=[O:26])[CH:5]=[CH:6][CH:7]=1>CO.[Pd]>[CH3:15][C:13]1([CH3:14])[O:12][C:11]([NH:16][C@H:17]([C:19]2[CH:24]=[CH:23][CH:22]=[CH:21][C:20]=2[F:25])[CH3:18])=[N:10][S:9](=[O:27])(=[O:26])[CH:8]1[C:4]1[CH:5]=[CH:6][CH:7]=[CH:2][CH:3]=1. Reported procedure: Under inert gas, 48 mg of [5-(3-bromophenyl)-6,6-dimethyl-4,4-dioxo-5,6-dihydro-4H-4lambda6-[1,4,3]oxathiazin-2-yl]-[(S)-1-(2-fluorophenyl)ethyl]amine were initially charged in 5 ml of methanol and, with addition of 22 mg of 10% Pd/C, stirred under a hydrogen atmosphere for 1.75 hours. After filtration to remove the solid residues, the filtrate was freed of the solvent under reduced pressure and the crude product was purified in a purification laboratory by means of preparative HPLC. The product... Reaction SMILES: Cl.[NH:2]1[C:8]2[CH:9]=[CH:10][CH:11]=[CH:12][C:7]=2[CH:6]=[CH:5][CH:4]=[CH:3]1.C(Cl)Cl.Cl[C:17]([O:19][CH2:20][CH3:21])=[O:18]>Cl>[CH2:20]([O:19][C:17]([N:2]1[CH2:3][CH2:4][C:5]2[CH:6]=[CH:7][CH:12]=[CH:11][C:10]=2[CH2:9][CH2:8]1)=[O:18])[CH3:21] |f:0.1|. Yields the product C(C)OC(=O)N1CCC2=C(CC1)C=CC=C2 (1,2,4,5-Tetrahydro-benzo[d]azepine-3-carboxylic acid ethyl ester). The solvent is Cl (HCl). Reported procedure: To a stirred solution of benzazepine hydrochloride (5.0 g, 27.2 mmol) in DCM (˜50 ml) diisopropyl ethylamine (10.4 ml, 59.8 mmol) was added at 0° C., followed by dropwise addition of ethyl chloroformate (2.86 ml, 29.9 mmol). The reaction was stirred at 0° C. for 1 hour and then allowed to warm to room temperature over 2 hours. LCMS indicated reaction was complete, and 1N HCl (˜100 ml) was added to the reaction. The layers were separated and the aqueous layer was extracted with additional DCM (2×... The reactants are Cl.N1C=CC=CC2=C1C=CC=C2 (benzazepine hydrochloride), C(Cl)Cl (DCM), ClC(=O)OCC (ethyl chloroformate). Reaction conditions: temperature 0 celsius, time 1 hour. The yield is 92.2%.